Dataset: the Open Reaction Database (ORD), a public repository of structured organic reaction records. Task: describe an organic reaction: reactants, conditions, products, and yield The reactants are CCOC(=O)/N=N/C(=O)OCC (diethylazodicarboxylate), C(C1=CC=CC=C1)N1CCN2C(=C(C=3C=CC=CC23)CCO)CC1 (2-(3-benzyl-2,3,4,5-tetrahydro-1H-[1,4]diazepino[1,7-a]indol-11-yl)-1-ethanol), C1(=CC=CC=C1)O (phenol), C1(=CC=CC=C1)P(C1=CC=CC=C1)C1=CC=CC=C1 (triphenylphosphine), ice. Run in C1CCOC1 (THF). Conditions: time 18 hour. Product: C(C1=CC=CC=C1)N1CCN2C(=C(C=3C=CC=CC23)CCOC2=CC=CC=C2)CC1 (3-benzyl-11-(2-phenoxyethyl)-2,3,4,5-tetrahydro-1H-[1,4]diazepino[1,7-a]indole). Isolated yield 75.5%. Reaction SMILES: [CH2:1]([N:8]1[CH2:24][CH2:23][C:12]2=[C:13]([CH2:20][CH2:21][OH:22])[C:14]3[CH:15]=[CH:16][CH:17]=[CH:18][C:19]=3[N:11]2[CH2:10][CH2:9]1)[C:2]1[CH:7]=[CH:6][CH:5]=[CH:4][CH:3]=1.[C:25]1(O)[CH:30]=[CH:29][CH:28]=[CH:27][CH:26]=1.C1(P(C2C=CC=CC=2)C2C=CC=CC=2)C=CC=CC=1.CCOC(/N=N/C(OCC)=O)=O>C1COCC1>[CH2:1]([N:8]1[CH2:24][CH2:23][C:12]2=[C:13]([CH2:20][CH2:21][O:22][C:25]3[CH:30]=[CH:29][CH:28]=[CH:27][CH:26]=3)[C:14]3[CH:15]=[CH:16][CH:17]=[CH:18][C:19]=3[N:11]2[CH2:10][CH2:9]1)[C:2]1[CH:7]=[CH:6][CH:5]=[CH:4][CH:3]=1. Procedure details: (Chart D, Step 3): A dry round bottom flask is charged with 2-(3-benzyl-2,3,4,5-tetrahydro-1H-[1,4]diazepino[1,7-a]indol-11-yl)-1-ethanol (420 mg, 1.31 mmol), phenol (185.2 mg, 1.97 mmol), triphenylphosphine (413 mg, 1.57 mmol), and THF (12 mL, freshly distilled). After cooling the reaction to 0° C., diethylazodicarboxylate (DEAD) (0.248 mL, 1.57 mmol) is added dropwise via syringe. The ice bath is allowed to expire, and the reaction is stirred at ambient temperature for 18 hours. The reaction i... Starting materials: C(=O)(O)[O-].[Na+] (NaHCO3), BrC1=C(C=C(C(=C1)C)C(F)(F)F)CN ((2-bromo-4-methyl-5-(trifluoromethyl) phenyl) methanamine), FC(C=1C=C(C=O)C=C(C1)C(F)(F)F)(F)F (3,5 bistrifluoromethyl benzaldehyde), [B-](OC(=O)C)(OC(=O)C)OC(=O)C.[Na+] (Sodium triacetoxyborohyride). Run in C(C)(=O)OCC (ethyl acetate), C1(=CC=CC=C1)C (toluene). Run at time 18 hour. Yields the product BrC1=C(CNCC2=CC(=CC(=C2)C(F)(F)F)C(F)(F)F)C=C(C(=C1)C)C(F)(F)F (N-(2-Bromo-4-methyl-5-(trifluoromethyl) benzyl) (3,5-bis(trifluoromethyl) phenyl) methanamine). The yield is 98.4%. Reaction SMILES: [Br:1][C:2]1[CH:7]=[C:6]([CH3:8])[C:5]([C:9]([F:12])([F:11])[F:10])=[CH:4][C:3]=1[CH2:13][NH2:14].[F:15][C:16]([F:30])([F:29])[C:17]1[CH:18]=[C:19]([CH:22]=[C:23]([C:25]([F:28])([F:27])[F:26])[CH:24]=1)[CH:20]=O.[B-](OC(C)=O)(OC(C)=O)OC(C)=O.[Na+].C([O-])(O)=O.[Na+]>C1(C)C=CC=CC=1.C(OCC)(=O)C>[Br:1][C:2]1[CH:7]=[C:6]([CH3:8])[C:5]([C:9]([F:11])([F:12])[F:10])=[CH:4][C:3]=1[CH2:13][NH:14][CH2:20][C:19]1[CH:22]=[C:23]([C:25]([F:27])([F:28])[F:26])[CH:24]=[C:17]([C:16]([F:15])([F:29])[F:30])[CH:18]=1 |f:2.3,4.5,^1:30|. Reported procedure: A mixture of (2-bromo-4-methyl-5-(trifluoromethyl) phenyl) methanamine (189 mg, 0.705 mmol) and 3,5 bistrifluoromethyl benzaldehyde (170 mg, 0.705 mmol) in anhydrous toluene (10 mL) was heated under reflux for 3 hours. The solvent was removed under reduced pressure and the residue was dissolved in dichloromethane (25 mL). Sodium triacetoxyborohyride (373.5 mg, 1.76 mmol) was added and the mixture was stirred for 18 hours at room temperature. The mixture was poured into a mixture of saturated NaH...